describe an organic reaction: reactants, conditions, products, and yield From a dataset of the Open Reaction Database (ORD), a public repository of structured organic reaction records. Starting materials: CCOC(=O)C(C)(C)Oc1ccc(OCc2cnc(-c3ccc(C(F)(F)F)cc3)nc2C2CC2)cc1, [Li+], C1CCOC1, [OH-]. Product: CC(C)(Oc1ccc(OCc2cnc(-c3ccc(C(F)(F)F)cc3)nc2C2CC2)cc1)C(=O)O. Reaction SMILES: [CH2:1]([CH3:2])[O:3][C:4]([C:5]([CH3:6])([CH3:7])[O:8][c:9]1[cH:10][cH:11][c:12]([O:15][CH2:16][c:17]2[c:18]([CH:33]3[CH2:34][CH2:35]3)[n:19][c:20](-[c:23]3[cH:24][cH:25][c:26]([C:29]([F:30])([F:31])[F:32])[cH:27][cH:28]3)[n:21][cH:22]2)[cH:13][cH:14]1)=[O:36].[Li+:38].[O:39]1[CH2:40][CH2:41][CH2:42][CH2:43]1.[OH-:37]>>[O:3]=[C:4]([C:5]([CH3:6])([CH3:7])[O:8][c:9]1[cH:10][cH:11][c:12]([O:15][CH2:16][c:17]2[c:18]([CH:33]3[CH2:34][CH2:35]3)[n:19][c:20](-[c:23]3[cH:24][cH:25][c:26]([C:29]([F:30])([F:31])[F:32])[cH:27][cH:28]3)[n:21][cH:22]2)[cH:13][cH:14]1)[OH:36]. Starting materials: COc1ccc(N)cc1, ClC(Cl)Cl, [H-], [Na+], Cc1ccc(S(=O)(=O)OCC2CCn3c(nc4ccccc43)S2)cc1. Product: COc1ccc(NCC2CCn3c(nc4ccccc43)S2)cc1. As a reaction SMILES: [CH3:26][O:27][c:28]1[cH:29][cH:30][c:31]([NH2:34])[cH:32][cH:33]1.[CH:37]([Cl:38])([Cl:39])[Cl:40].[H-:35].[Na+:36].[c:1]1([CH3:2])[cH:3][cH:4][c:5]([S:6]([O:7][CH2:11][CH:12]2[CH2:13][CH2:14][n:15]3[c:16]([n:17][c:18]4[c:19]3[cH:20][cH:21][cH:22][cH:23]4)[S:24]2)(=[O:8])=[O:9])[cH:10][cH:25]1>>[CH2:11]([CH:12]1[CH2:13][CH2:14][n:15]2[c:16]([n:17][c:18]3[c:19]2[cH:20][cH:21][cH:22][cH:23]3)[S:24]1)[NH:34][c:31]1[cH:30][cH:29][c:28]([O:27][CH3:26])[cH:33][cH:32]1.